Dataset: the Open Reaction Database (ORD), a public repository of structured organic reaction records. Task: describe an organic reaction: reactants, conditions, products, and yield Starting materials: O1C(COCC1)CC(=O)O.O (1,4-dioxane - acetic acid water), NCCCCN (1,4-diaminobutane), COC=1C=C(C=CC1OCOCCOC)C=CC=CC(=O)NCCCCNC(CCCCCCCC=CCC=CCC=CCC)=O (N-{5-(3-methoxy-4-β-methoxyethoxymethoxyphenyl)-2,4-pentadienoyl}-N'-9,12,15-octadecatrieneo yl-1,4-diaminobutane), N-{5-(3-methoxy-4-β-methoxyethoxymethoxyphenyl)-2,4-pentadienoyl}-2-thiothiazolidine, C(CCCCCCC\C=C/C\C=C/C\C=C/CC)(=O)O (α-linolenic acid). Solvent: O1CCCC1 (tetrahydrofuran), O1CCCC1 (tetrahydrofuran). The product is COC=1C=C(C=CC1O)C=CC=CC(=O)NCCCCNC(CCCCCCCC=CCC=CCC=CCC)=O (N-{5-(3-methoxy-4-hydroxyphenyl)-2,4-pentadienoyl}-N'- 9,12,15-octadecatrienoyl-1,4-diaminobutane). RXN SMILES: NCCCCN.C(O)(=O)CCCCCCC/C=C\C/C=C\C/C=C\CC.[CH3:27][O:28][C:29]1[CH:30]=[C:31]([CH:42]=[CH:43][CH:44]=[CH:45][C:46]([NH:48][CH2:49][CH2:50][CH2:51][CH2:52][NH:53][C:54](=[O:72])[CH2:55][CH2:56][CH2:57][CH2:58][CH2:59][CH2:60][CH2:61][CH:62]=[CH:63][CH2:64][CH:65]=[CH:66][CH2:67][CH:68]=[CH:69][CH2:70][CH3:71])=[O:47])[CH:32]=[CH:33][C:34]=1[O:35]COCCOC.O1CCOCC1CC(O)=O.O>O1CCCC1>[CH3:27][O:28][C:29]1[CH:30]=[C:31]([CH:42]=[CH:43][CH:44]=[CH:45][C:46]([NH:48][CH2:49][CH2:50][CH2:51][CH2:52][NH:53][C:54](=[O:72])[CH2:55][CH2:56][CH2:57][CH2:58][CH2:59][CH2:60][CH2:61][CH:62]=[CH:63][CH2:64][CH:65]=[CH:66][CH2:67][CH:68]=[CH:69][CH2:70][CH3:71])=[O:47])[CH:32]=[CH:33][C:34]=1[OH:35] |f:3.4|. Procedure details: To a solution fo 880 mg (10 mmol) of 1,4-diaminobutane in tetrahydrofuran (20 ml) was added in an argon atmosphere a solutin fo 410 mg (1 mmol) of N-{5-(3-methoxy-4-β-methoxyethoxymethoxyphenyl)-2,4-pentadienoyl}-2-thiothiazolidine in tetrahydrofuran (10 ml) at room temperature over 30 min. The mixture was treated in the same way as in Example 3 to react with 390 mg (1.05 mmol) of α-linolenic acid thiazolidinethionamide. The reaction product was treated in the same way as in Example 3 to hydroly... Starting materials: CC1=C(C=NO1)C(=O)OCC (Ethyl 5-methylisoxazol-4-yl carboxylate). Run in Cl (HCl). The product is CC1=C(C=NO1)C(=O)O (5-Methylisoxazol-4-yl carboxylic acid). Yield: 78.9%. As a reaction SMILES: [CH3:1][C:2]1[O:6][N:5]=[CH:4][C:3]=1[C:7]([O:9]CC)=[O:8]>Cl>[CH3:1][C:2]1[O:6][N:5]=[CH:4][C:3]=1[C:7]([OH:9])=[O:8]. Reported procedure: Ethyl 5-methylisoxazol-4-yl carboxylate (65 g) was heated under reflux in 10M HCl (500 ml) for 3 hours. On cooling the product crystallised out. This was filtered and dried giving 42 g of a white crystalline solid, m.p. 134°-136° C. The reactants are Clc1cccc(Cl)c1-c1noc(C2CC2)c1CBr, CC(C)(C)O, COc1ccc(COc2ccc(C3CCC(O)CC3)cc2)cc1, [K], C1COCCOCCOCCOCCOCCO1, C1CCOC1. Product: COc1ccc(COc2ccc(C3CCC(OCc4c(-c5c(Cl)cccc5Cl)noc4C4CC4)CC3)cc2)cc1. Reaction SMILES: [Br:43][CH2:44][c:45]1[c:46](-[c:53]2[c:54]([Cl:60])[cH:55][cH:56][cH:57][c:58]2[Cl:59])[n:47][o:48][c:49]1[CH:50]1[CH2:51][CH2:52]1.[C:66]([OH:67])([CH3:68])([CH3:69])[CH3:70].[CH3:1][O:2][c:3]1[cH:4][cH:5][c:6]([CH2:7][O:8][c:9]2[cH:10][cH:11][c:12]([CH:15]3[CH2:16][CH2:17][CH:18]([OH:21])[CH2:19][CH2:20]3)[cH:13][cH:14]2)[cH:22][cH:23]1.[K:42].[O:24]1[CH2:25][CH2:26][O:27][CH2:28][CH2:29][O:30][CH2:31][CH2:32][O:33][CH2:34][CH2:35][O:36][CH2:37][CH2:38][O:39][CH2:40][CH2:41]1.[O:61]1[CH2:62][CH2:63][CH2:64][CH2:65]1>>[CH3:1][O:2][c:3]1[cH:4][cH:5][c:6]([CH2:7][O:8][c:9]2[cH:10][cH:11][c:12]([CH:15]3[CH2:16][CH2:17][CH:18]([O:21][CH2:44][c:45]4[c:46](-[c:53]5[c:54]([Cl:60])[cH:55][cH:56][cH:57][c:58]5[Cl:59])[n:47][o:48][c:49]4[CH:50]4[CH2:51][CH2:52]4)[CH2:19][CH2:20]3)[cH:13][cH:14]2)[cH:22][cH:23]1. The reactants are C1(CCCCC1)CC(C(=O)NC(CC)C(C=1OC=2C(=NC=CC2)N1)O)CC(=O)N1CCOCC1 (2-cyclohexylmethyl-N-[1-(hydroxy-oxazolo[4,5-b]pyridin-2-yl-methyl)-propyl]-4-morpholin-4-yl-4-oxo-butyramide), CC(=O)OI1(C=2C=CC=CC2C(=O)O1)(OC(=O)C)OC(=O)C (Dess-Martin periodinane), [O-]S(=O)(=S)[O-].[Na+].[Na+].C(=O)(O)[O-].[Na+] (Na2S2O3 NaHCO3). Conditions: time 1 hour. Yields the product C1(CCCCC1)CC(C(=O)NC(CC)C(=O)C=1OC=2C(=NC=CC2)N1)CC(=O)N1CCOCC1 (2-cyclohexylmethyl-4-morpholin-4-yl-N-[1-(oxazolo[4,5-b]pyridine-2-carbonyl)-propyl]-4-oxo-butyramide). RXN SMILES: [CH:1]1([CH2:7][CH:8]([CH2:26][C:27]([N:29]2[CH2:34][CH2:33][O:32][CH2:31][CH2:30]2)=[O:28])[C:9]([NH:11][CH:12]([CH:15]([OH:25])[C:16]2[O:17][C:18]3[C:19]([N:24]=2)=[N:20][CH:21]=[CH:22][CH:23]=3)[CH2:13][CH3:14])=[O:10])[CH2:6][CH2:5][CH2:4][CH2:3][CH2:2]1.CC(OI1(OC(C)=O)(OC(C)=O)OC(=O)C2C=CC=CC1=2)=O.[O-]S([O-])(=S)=O.[Na+].[Na+].C([O-])(O)=O.[Na+]>>[CH:1]1([CH2:7][CH:8]([CH2:26][C:27]([N:29]2[CH2:30][CH2:31][O:32][CH2:33][CH2:34]2)=[O:28])[C:9]([NH:11][CH:12]([C:15]([C:16]2[O:17][C:18]3[C:19]([N:24]=2)=[N:20][CH:21]=[CH:22][CH:23]=3)=[O:25])[CH2:13][CH3:14])=[O:10])[CH2:6][CH2:5][CH2:4][CH2:3][CH2:2]1 |f:2.3.4.5.6|. Procedure details: This amide was treated with Dess-Martin periodinane (237.6 mg, 0.48 mmol) at room temperature. After stirring for 1 hour, 5 mls of saturated Na2S2O3—NaHCO3 were added. After a further 0.5 hours, the reaction mixture was extracted with ethyl acetate, washed with brine, dried with MgSO4 and concentrated. The residue was purified with silica gel column chromatography to yield 95 mg of 2-cyclohexylmethyl-4-morpholin-4-yl-N-[1-(oxazolo[4,5-b]pyridine-2-carbonyl)-propyl]-4-oxo-butyramide; H1 NMR(DMSO-... Reactants: OC1C2=C(OCC3=C1C=CC=C3)C=CC(=C2)CCOC(C2=CC=CC=C2)(C2=CC=CC=C2)C2=CC=CC=C2 (11-hydroxy-2-(2-triphenylmethyloxyethyl)-6,11-dihydrodibenz[b,e]oxepin), CC(=O)C (acetone), [Mn](=O)(=O)(=O)[O-].[Na+] (sodium permanganate), S(=O)(=O)([O-])[O-].[Mg+2] (magnesium sulfate), P(=O)([O-])([O-])O.[Na+].[Na+] (disodium phosphate). Solvent: O (water), CO (methanol). Reaction conditions: time 4.5 hour. Product: O=C1C2=C(OCC3=C1C=CC=C3)C=CC(=C2)CCOC(C2=CC=CC=C2)(C2=CC=CC=C2)C2=CC=CC=C2 (11-Oxo-2-(2-triphenylmethyloxyethyl)-6,11-dihydrodibenz[b,e]oxepin). Isolated yield 80.3%. Reaction SMILES: CC(C)=O.S([O-])([O-])(=O)=O.[Mg+2].P(O)([O-])([O-])=O.[Na+].[Na+].[Mn]([O-])(=O)(=O)=O.[Na+].[OH:24][CH:25]1[C:31]2[CH:32]=[CH:33][CH:34]=[CH:35][C:30]=2[CH2:29][O:28][C:27]2[CH:36]=[CH:37][C:38]([CH2:40][CH2:41][O:42][C:43]([C:56]3[CH:61]=[CH:60][CH:59]=[CH:58][CH:57]=3)([C:50]3[CH:55]=[CH:54][CH:53]=[CH:52][CH:51]=3)[C:44]3[CH:49]=[CH:48][CH:47]=[CH:46][CH:45]=3)=[CH:39][C:26]1=2>CO.O>[O:24]=[C:25]1[C:31]2[CH:32]=[CH:33][CH:34]=[CH:35][C:30]=2[CH2:29][O:28][C:27]2[CH:36]=[CH:37][C:38]([CH2:40][CH2:41][O:42][C:43]([C:56]3[CH:57]=[CH:58][CH:59]=[CH:60][CH:61]=3)([C:44]3[CH:45]=[CH:46][CH:47]=[CH:48][CH:49]=3)[C:50]3[CH:55]=[CH:54][CH:53]=[CH:52][CH:51]=3)=[CH:39][C:26]1=2 |f:1.2,3.4.5,6.7|. Procedure details: In this process, 10 g of 11-hydroxy-2-(2-triphenylmethyloxyethyl)-6,11-dihydrodibenz[b,e]oxepin is dissolved in a solution comprising 800 ml of acetone, 1000 ml of water, 20 ml of saturated aqueous magnesium sulfate solution and 0.2 g of disodium phosphate. To the solution is dropwise added 2.6 g of aqueous sodium permanganate solution and the mixture is stirred at room temperature for 4.5 hours. Then, 100 ml of methanol is added thereto and the mixture is heated at reflux for 3 hours. After all... The reactants are C(C)(C)(C)C1=CC=C(CN)C=C1 (4-(tert-butyl)benzylamine), C28H34N2O3, C(C)(C)(C)OC(CC(C(=O)O)C1=C2C=CN=CC2=CC=C1)=O (4-tert-butoxy-2-(5-isoquinolinyl)-4-oxobutanoic acid), C1=NC=CC2=C(C=CC=C12)CC(=O)O (5-isoquinolinylacetic acid). Yields the product C(C)(C)(C)C1=CC=C(CNC(C(CC(=O)OC(C)(C)C)C2=C3C=CN=CC3=CC=C2)=O)C=C1 (tert-butyl 4-[(4-tert-butylbenzyl)amino]-3-(5-isoquinolinyl)-4-oxobutanoate). As a reaction SMILES: [C:1]([C:5]1[CH:12]=[CH:11][C:8]([CH2:9][NH2:10])=[CH:7][CH:6]=1)([CH3:4])([CH3:3])[CH3:2].[C:13]([O:17][C:18](=[O:34])[CH2:19][CH:20]([C:24]1[CH:33]=[CH:32][CH:31]=[C:30]2[C:25]=1[CH:26]=[CH:27][N:28]=[CH:29]2)[C:21](O)=[O:22])([CH3:16])([CH3:15])[CH3:14].C1C2C(=C(CC(O)=O)C=CC=2)C=CN=1>>[C:1]([C:5]1[CH:6]=[CH:7][C:8]([CH2:9][NH:10][C:21](=[O:22])[CH:20]([C:24]2[CH:33]=[CH:32][CH:31]=[C:30]3[C:25]=2[CH:26]=[CH:27][N:28]=[CH:29]3)[CH2:19][C:18]([O:17][C:13]([CH3:16])([CH3:15])[CH3:14])=[O:34])=[CH:11][CH:12]=1)([CH3:4])([CH3:2])[CH3:3]. Procedure: The title compound was prepared using the procedure described in Example 222B using 4-(tert-butyl)benzylamine and 4-tert-butoxy-2-(5-isoquinolinyl)-4-oxobutanoic acid instead of 4-(trifluoromethoxy)benzylamine and 5-isoquinolinylacetic acid. MS (ESI+) m/z 447 (M+H)+; 1H NMR (DMSO, 300 MHz) δ 1.23 (s, 9H), 1.25 (s, 9H), 2.71 (dd, 1H), 3.02 (dd, 1H), 4.22 (m, 2H), 4.71 (m, 1H), 6.57 (s, 1H), 7.08 (d, J 8.5, 2H), 7.24 (d, J 8.5, 2H), 7.67 (m, 1H), 7.78 (m, 1H), 8.03 (d, J 7.8, 1H), 8.13 (d, J 7.1, ... The reactants are C(C)(=O)OCC (ethyl acetate), N1C=NC=C1 (Imidazole), [Si](C)(C)(C(C)(C)C)Cl (tert-butyldimethylsilyl chloride), O[C@H](C)[C@@H]1C(N[C@@H]1C#C[Si](C)(C)C)=O (cis-3-[(R)-1-hydroxyethyl]-4-trimethylsilylethynyl-2-azetidinone). Run in O (water), CN(C=O)C (N,N-dimethylformamide). Conditions: time 1.5 hour. The product is [Si](C)(C)(C(C)(C)C)O[C@H](C)[C@@H]1C(N[C@@H]1C#C[Si](C)(C)C)=O ((3R,4S)-3-[(R)-1-(tert-butyldimethylsilyloxy)ethyl]-4-trimethylsilylethynyl-2-azetidinone). As a reaction SMILES: N1C=CN=C1.[Si:6](Cl)([C:9]([CH3:12])([CH3:11])[CH3:10])([CH3:8])[CH3:7].[OH:14][C@@H:15]([C@H:17]1[C@@H:20]([C:21]#[C:22][Si:23]([CH3:26])([CH3:25])[CH3:24])[NH:19][C:18]1=[O:27])[CH3:16].C(OCC)(=O)C>CN(C)C=O.O>[Si:6]([O:14][C@@H:15]([C@H:17]1[C@@H:20]([C:21]#[C:22][Si:23]([CH3:24])([CH3:26])[CH3:25])[NH:19][C:18]1=[O:27])[CH3:16])([C:9]([CH3:12])([CH3:11])[CH3:10])([CH3:8])[CH3:7]. Procedure details: Imidazole (0.2 g) and tert-butyldimethylsilyl chloride (0.3 g) are added to a solution of cis-3-[(R)-1-hydroxyethyl]-4-trimethylsilylethynyl-2-azetidinone (0.2 g) in N,N-dimethylformamide (7 ml), and the mixture is stirred at 60° C.-65° C. for 1.5 hours and then poured into a mixture of ethyl acetate (50 ml) and water (50 ml). The organic layer is separated, washed with aqueous sodium chloride, dried over magnesium sulfate and concentrated under reduced pressure, and the residue is subjected to ...